Dataset: the Open Reaction Database (ORD), a public repository of structured organic reaction records. Task: describe an organic reaction: reactants, conditions, products, and yield Product: C(C)(C)(C)OC(=O)N1CC(C=2C3=C(C(=CC12)NC(=O)OCC1C2=CC=CC=C2C=2C=CC=CC12)C=CC=C3)CCl (3-(tert-butyloxycarbonyl)-1-(chloromethyl)-5-(9-fluorenylmethyloxycarbonylamino)-1,2-dihydro-3H-benz[e]indole). Run in C(Cl)Cl (CH2Cl2). Run at temperature 20 celsius, time 1.5 hour. The reactants are ClC(=O)OCC1C2=CC=CC=C2C=2C=CC=CC12 (9-fluorenylmethyl chloroformate), CN1C=NC=C1 (1-methylimidazole), CN1C=NC=C1 (1-methylimidazole), ClC(=O)OCC1C2=CC=CC=C2C=2C=CC=CC12 (9-fluorenylmethyl chloroformate), NC=1C2=C(C=3C(CN(C3C1)C(=O)OC(C)(C)C)CCl)C=CC=C2 (5-amino-3-(tert-butyloxycarbonyl)-1-(chloromethyl)-1,2-dihydro-3H-benz[e]indole), iPr2O petroleum ether. Procedure: A solution of 9-fluorenylmethyl chloroformate (97%, 270 mg, 1.01 mmol) in dry CH2Cl2 (20 mL) was treated with 1-methylimidazole (90 mg, 1.10 mmol), followed by the above amine (270 mg, 0.84 mmol). The mixture was stirred at 20° C. for 1.5 h, then treated with additional 1-methylimidazole (18 mg, 0.22 mmol) and 9-fluorenylmethyl chloroformate (54 mg, 0.20 mmol). The mixture was stirred for a further 3 h and was then concentrated under reduced pressure, and the residue was chromatographed on silic... As a reaction SMILES: Cl[C:2]([O:4][CH2:5][CH:6]1[C:18]2[CH:17]=[CH:16][CH:15]=[CH:14][C:13]=2[C:12]2[C:7]1=[CH:8][CH:9]=[CH:10][CH:11]=2)=[O:3].CN1C=CN=C1.[NH2:25][C:26]1[C:27]2[CH:47]=[CH:46][CH:45]=[CH:44][C:28]=2[C:29]2[CH:30]([CH2:42][Cl:43])[CH2:31][N:32]([C:35]([O:37][C:38]([CH3:41])([CH3:40])[CH3:39])=[O:36])[C:33]=2[CH:34]=1>C(Cl)Cl>[C:38]([O:37][C:35]([N:32]1[C:33]2[CH:34]=[C:26]([NH:25][C:2]([O:4][CH2:5][CH:6]3[C:18]4[CH:17]=[CH:16][CH:15]=[CH:14][C:13]=4[C:12]4[C:7]3=[CH:8][CH:9]=[CH:10][CH:11]=4)=[O:3])[C:27]3[CH:47]=[CH:46][CH:45]=[CH:44][C:28]=3[C:29]=2[CH:30]([CH2:42][Cl:43])[CH2:31]1)=[O:36])([CH3:41])([CH3:40])[CH3:39]. Yield: 89.4%. Starting materials: C[C@@H]1CC[C@@]2([C@H]([C@H]3[C@@H](O2)C[C@@H]4[C@@]3(C(=O)C[C@H]5[C@H]4CC[C@@]6([C@@]5(CC[C@@H](C6)O)C)C)C)C)OC1 (hecogenin), C[C@@H]1CC[C@@]2([C@H]([C@H]3[C@@H](O2)C[C@@H]4[C@@]3(CC[C@H]5[C@H]4CC[C@@H]6[C@@]5(CC[C@@H](C6)O)C)C)C)OC1.O=C([C@H](O)[C@@H](O)[C@H](O)[C@H](O)CO)[O-] (Tigogenin gluconate), C[C@@H]1CC[C@@]2([C@H]([C@H]3[C@@H](O2)C[C@@H]4[C@@]3(C(=O)C[C@H]5[C@H]4CC[C@@]6([C@@]5(CC[C@@H](C6)O)C)C)C)C)OC1.O=C([C@H](O)[C@@H](O)[C@H](O)[C@H](O)CO)[O-] (Hecogenin gluconate), C[C@@H]1CC[C@@]2([C@H]([C@H]3[C@@H](O2)C[C@@H]4[C@@]3(CC[C@H]5[C@H]4CC[C@@H]6[C@@]5(CC[C@@H](C6)O)C)C)C)OC1 (tigogenin). Product: C[C@@H]1CC[C@@]2([C@H]([C@H]3[C@@H](O2)C[C@@H]4[C@@]3(CC[C@H]5[C@H]4CC=C6[C@@]5(CC[C@@H](C6)O)C)C)C)OC1.O=C([C@H](O)[C@@H](O)[C@H](O)[C@H](O)CO)[O-] (Diosgenin Gluconate). RXN SMILES: [CH3:1][C@H:2]1[CH2:30][O:29][C@@:5]2([O:9][C@H:8]3[CH2:10][C@H:11]4[C@@H:16]5[CH2:17][CH2:18][C@H:19]6[CH2:24][C@@H:23]([OH:25])[CH2:22][CH2:21][C@:20]6([CH3:26])[C@H:15]5[CH2:14][CH2:13][C@:12]4([CH3:27])[C@H:7]3[C@@H:6]2[CH3:28])[CH2:4][CH2:3]1.[O:31]=[C:32]([O-:43])[C@@H:33]([C@H:35]([C@@H:37]([C@@H:39]([CH2:41][OH:42])[OH:40])[OH:38])[OH:36])[OH:34].C[C@H]1CO[C@@]2(O[C@H]3C[C@H]4[C@@H]5CC[C@@]6(C)C[C@@H](O)CC[C@]6(C)[C@H]5CC(=O)[C@]4(C)[C@H]3[C@@H]2C)CC1.O=C([O-])[C@@H]([C@H]([C@@H]([C@@H](CO)O)O)O)O.C[C@H]1CO[C@@]2(O[C@H]3C[C@H]4[C@@H]5CC[C@H]6C[C@@H](O)CC[C@]6(C)[C@H]5CC[C@]4(C)[C@H]3[C@@H]2C)CC1.C[C@H]1CO[C@@]2(O[C@H]3C[C@H]4[C@@H]5CC[C@@]6(C)C[C@@H](O)CC[C@]6(C)[C@H]5CC(=O)[C@]4(C)[C@H]3[C@@H]2C)CC1>>[CH3:1][C@H:2]1[CH2:30][O:29][C@@:5]2([O:9][C@H:8]3[CH2:10][C@H:11]4[C@@H:16]5[CH2:17][CH:18]=[C:19]6[CH2:24][C@@H:23]([OH:25])[CH2:22][CH2:21][C@:20]6([CH3:26])[C@H:15]5[CH2:14][CH2:13][C@:12]4([CH3:27])[C@H:7]3[C@@H:6]2[CH3:28])[CH2:4][CH2:3]1.[O:31]=[C:32]([O-:43])[C@@H:33]([C@H:35]([C@@H:37]([C@@H:39]([CH2:41][OH:42])[OH:40])[OH:38])[OH:36])[OH:34] |f:0.1,2.3,6.7|. Procedure: Tigogenin gluconate and Hecogenin gluconate were similarly prepared by replacing diosgenin by tigogenin and hecogenin, respectively, in the above preparation. The reactants are CN(C)CCCn1ncc2cc(Br)ccc2c1=O, CC(=O)[O-], CC(=O)[O-], CN(C)CCCCl, C=Cc1ccc(SC)cc1, CC#N, CS(C)=O, CC(C)N(CCCl)C(C)C, Cl, Cl, [Pd+2]. The product is CSc1ccc(C=Cc2ccc3c(=O)n(CCCN(C)C)ncc3c2)cc1. Reaction SMILES: [Br:1][c:2]1[cH:3][c:4]2[cH:5][n:6][n:7]([CH2:13][CH2:14][CH2:15][N:16]([CH3:17])[CH3:18])[c:8](=[O:12])[c:9]2[cH:10][cH:11]1.[C:48]([O-:49])(=[O:50])[CH3:51].[C:53]([O-:54])(=[O:55])[CH3:56].[CH3:20][N:21]([CH3:22])[CH2:23][CH2:24][CH2:25][Cl:26].[CH3:38][S:39][c:40]1[cH:41][cH:42][c:43]([CH:44]=[CH2:45])[cH:46][cH:47]1.[CH3:57][C:58]#[N:59].[CH3:60][S:61]([CH3:62])=[O:63].[CH:28]([N:29]([CH:30]([CH3:31])[CH3:32])[CH2:33][CH2:34][Cl:35])([CH3:36])[CH3:37].[ClH:19].[ClH:27].[Pd+2:52]>>[c:2]1([CH:45]=[CH:44][c:43]2[cH:42][cH:41][c:40]([S:39][CH3:38])[cH:47][cH:46]2)[cH:3][c:4]2[cH:5][n:6][n:7]([CH2:13][CH2:14][CH2:15][N:16]([CH3:17])[CH3:18])[c:8](=[O:12])[c:9]2[cH:10][cH:11]1.